From a dataset of the Open Reaction Database (ORD), a public repository of structured organic reaction records. describe an organic reaction: reactants, conditions, products, and yield Starting materials: COC=1C=C2CC(OC(C2=CC1)(C(F)(F)F)C)O (6-methoxy-1-methyl-1-trifluoromethyl-isochroman-3-ol), C(C)[SiH](CC)CC (triethylsilane), [OH-].[Na+] (sodium hydroxide), FC(C(=O)O)(F)F (trifluoroacetic acid). Reaction SMILES: [CH3:1][O:2][C:3]1[CH:4]=[C:5]2[C:10](=[CH:11][CH:12]=1)[C:9]([CH3:17])([C:13]([F:16])([F:15])[F:14])[O:8][CH:7](O)[CH2:6]2.C([SiH](CC)CC)C.FC(F)(F)C(O)=O.[OH-].[Na+]>ClCCl>[CH3:1][O:2][C:3]1[CH:4]=[C:5]2[C:10](=[CH:11][CH:12]=1)[C:9]([CH3:17])([C:13]([F:16])([F:14])[F:15])[O:8][CH2:7][CH2:6]2 |f:3.4|. Conditions: time 2 hour. Yields the product COC=1C=C2CCOC(C2=CC1)(C(F)(F)F)C (6-Methoxy-1-methyl-1-trifluoromethyl-isochroman). Reported procedure: To a solution of 6-methoxy-1-methyl-1-trifluoromethyl-isochroman-3-ol (8.36 g, 31.9 mmol) in dichloromethane (84 mL) was added triethylsilane (15.3 mL, 95.8 mmol) followed by trifluoroacetic acid (14.7 mL, 191 mmol). The reaction was stirred at room temperature for 2 hours and was poured into 1N aqueous sodium hydroxide (250 mL). The organic layer was separated and washed with 1N aqueous sodium hydroxide (100 mL). The organic layer was dried over magnesium sulfate, filtered, and concentrated to ... Yield: 87.6%. The solvent is ClCCl (dichloromethane). The product is O=C(NCCCCN1CCN(C(c2ccccc2)c2ccccc2)CC1)c1cnc2cccc(O)c2c1O. Reaction SMILES: [CH3:41][S:42](=[O:43])[CH3:44].[OH2:40].[OH:1][c:2]1[c:3]([C:13](=[O:14])[OH:15])[cH:4][n:5][c:6]2[cH:7][cH:8][cH:9][c:10]([OH:12])[c:11]12.[c:16]1([CH:22]([N:23]2[CH2:24][CH2:25][N:26]([CH2:29][CH2:30][CH2:31][CH2:32][NH2:33])[CH2:27][CH2:28]2)[c:34]2[cH:35][cH:36][cH:37][cH:38][cH:39]2)[cH:17][cH:18][cH:19][cH:20][cH:21]1>>[OH:1][c:2]1[c:3]([C:13](=[O:15])[NH:33][CH2:32][CH2:31][CH2:30][CH2:29][N:26]2[CH2:25][CH2:24][N:23]([CH:22]([c:16]3[cH:17][cH:18][cH:19][cH:20][cH:21]3)[c:34]3[cH:35][cH:36][cH:37][cH:38][cH:39]3)[CH2:28][CH2:27]2)[cH:4][n:5][c:6]2[cH:7][cH:8][cH:9][c:10]([OH:12])[c:11]12. Starting materials: CS(C)=O, O, O=C(O)c1cnc2cccc(O)c2c1O, NCCCCN1CCN(C(c2ccccc2)c2ccccc2)CC1. Reactants: C(CCCCCCCC)OC(=O)C1=CN(C2=CC=CC=C12)CCCC(=O)OCC1=CC=CC=C1 (benzyl 4-(3-nonyloxycarbonyl-1-indolyl)butyrate). The reagents and catalysts are [C].[Pd] (palladium carbon). The solvent is CO (methanol), O1CCOCC1 (1,4-dioxane). The product is C(CCCCCCCC)OC(=O)C1=CN(C2=CC=CC=C12)CCCC(=O)O (4-(3-nonyloxycarbonyl-1-indolyl)butyric acid). Yield: 82978.3%. RXN SMILES: [CH2:1]([O:10][C:11]([C:13]1[C:21]2[C:16](=[CH:17][CH:18]=[CH:19][CH:20]=2)[N:15]([CH2:22][CH2:23][CH2:24][C:25]([O:27]CC2C=CC=CC=2)=[O:26])[CH:14]=1)=[O:12])[CH2:2][CH2:3][CH2:4][CH2:5][CH2:6][CH2:7][CH2:8][CH3:9]>CO.O1CCOCC1.[C].[Pd]>[CH2:1]([O:10][C:11]([C:13]1[C:21]2[C:16](=[CH:17][CH:18]=[CH:19][CH:20]=2)[N:15]([CH2:22][CH2:23][CH2:24][C:25]([OH:27])=[O:26])[CH:14]=1)=[O:12])[CH2:2][CH2:3][CH2:4][CH2:5][CH2:6][CH2:7][CH2:8][CH3:9] |f:3.4|. Procedure details: A mixture of benzyl 4-(3-nonyloxycarbonyl-1-indolyl)butyrate (368 mg) obtained in Ex. 62 and 10% palladium carbon (0.10 g) in methanol and 1,4-dioxane was stirred at room temperature for 2 hours under a hydrogen atmosphere at 3 atm. Removal of the catalyst and evaporation of the solvent afforded 4-(3-nonyloxycarbonyl-1-indolyl)butyric acid (246 g) as a solid. The reactants are [Li]CCCC (n-BuLi), BrC1=C(N=C(C2=CC=C(C=C12)OC)Cl)C (4-bromo-1-chloro-6-methoxy-3-methyl-isoquinoline), CN(C)C=O (DMF). Run in C1CCOC1 (THF). Conditions: temperature 0 celsius, time 40 minute. Product: ClC1=NC(=C(C2=CC(=CC=C12)OC)C=O)C (1-chloro-6-methoxy-3-methyl-isoquinoline-4-carbaldehyde). Yield: 72.4%. Reaction SMILES: [Li]CCCC.Br[C:7]1[C:16]2[C:11](=[CH:12][CH:13]=[C:14]([O:17][CH3:18])[CH:15]=2)[C:10]([Cl:19])=[N:9][C:8]=1[CH3:20].CN([CH:24]=[O:25])C>C1COCC1>[Cl:19][C:10]1[C:11]2[C:16](=[CH:15][C:14]([O:17][CH3:18])=[CH:13][CH:12]=2)[C:7]([CH:24]=[O:25])=[C:8]([CH3:20])[N:9]=1. Reported procedure: n-BuLi (12 ml of 1.6 M in hexane) is added dropwise to a solution of 4-bromo-1-chloro-6-methoxy-3-methyl-isoquinoline (4.8 g, 17 mmol) in THF (60 ml) at −78° C. After stirring for 40 min, DMF (4 ml, 51 mmol) is added slowly. The reaction is allowed to warm to 0° C. and the stirring is continued for 1 h. The mixture is then quenched with 1N—HCl (30 ml) and extracted with EtOAc. The combined extracts are dried over Na2SO4 and evaporated. The residue is chromatographed on silica gel eluting with Et...